This data is from the Open Reaction Database (ORD), a public repository of structured organic reaction records. The task is: describe an organic reaction: reactants, conditions, products, and yield Starting materials: N1(C=NC=C1)N1CCN(CC1)C1=CC=C(C=C1)OC (1-(1H-imidazol-1-yl)-4-(4-methoxyphenyl)piperazine), Br (hydrobromic acid). Solvent: C(C)(=O)O (acetic acid). The product is N1(C=NC=C1)N1CCN(CC1)C1=CC=C(C=C1)O (4-[4-(1H-imidazol-1-yl)-1-piperazinyl]phenol). The yield is 95.0%. RXN SMILES: [N:1]1([N:6]2[CH2:11][CH2:10][N:9]([C:12]3[CH:17]=[CH:16][C:15]([O:18]C)=[CH:14][CH:13]=3)[CH2:8][CH2:7]2)[CH:5]=[CH:4][N:3]=[CH:2]1.Br>C(O)(=O)C>[N:1]1([N:6]2[CH2:7][CH2:8][N:9]([C:12]3[CH:13]=[CH:14][C:15]([OH:18])=[CH:16][CH:17]=3)[CH2:10][CH2:11]2)[CH:5]=[CH:4][N:3]=[CH:2]1. Procedure: A mixture of 3.1 parts of 1-(1H-imidazol-1-yl)-4-(4-methoxyphenyl)piperazine and 150 parts of a hydrobromic acid solution 48% in glacial acetic acid is stirred and refluxed overnight. The reaction mixture is evaporated and the residue is dissolved in water. Upon the addition of an excess of sodium hydrogen carbonate, the product is crystallized. It is filtered off and crystallized again from a mixture of N,N-dimethylformamide and water, yielding 2.8 parts (95%) of 4-[4-(1H-imidazol-1-yl)-1-piper... Reactants: C(C1=CC=CC=C1)N1CCC(CC1)N(C1=NC(=CC=C1NC(C)(C)C)F)C (1-Benzyl-4-[N-methyl-N-(3-tert-butylamino-6-fluoro-2-pyridinyl)amino]piperidine), [H][H] (hydrogen). The reagents and catalysts are [OH-].[OH-].[Pd+2] (palladium hydroxide on carbon). Solvent: C(C)O (ethanol). Yields the product CN(C1=NC(=CC=C1NC(C)(C)C)F)C1CCNCC1 (4-[N-methyl-N-(3-tert-butylamino-6-fluoro-2-pyridinyl)amino]piperidine). RXN SMILES: C([N:8]1[CH2:13][CH2:12][CH:11]([N:14]([CH3:27])[C:15]2[C:20]([NH:21][C:22]([CH3:25])([CH3:24])[CH3:23])=[CH:19][CH:18]=[C:17]([F:26])[N:16]=2)[CH2:10][CH2:9]1)C1C=CC=CC=1.[H][H]>C(O)C.[OH-].[OH-].[Pd+2]>[CH3:27][N:14]([CH:11]1[CH2:12][CH2:13][NH:8][CH2:9][CH2:10]1)[C:15]1[C:20]([NH:21][C:22]([CH3:25])([CH3:23])[CH3:24])=[CH:19][CH:18]=[C:17]([F:26])[N:16]=1 |f:3.4.5|. Reported procedure: 1-Benzyl-4-[N-methyl-N-(3-tert-butylamino-6-fluoro-2-pyridinyl)amino]piperidine (EXAMPLE 153, 900 mg, 2.43 mmol) and palladium hydroxide on carbon (350 mg) in 50 ml ethanol is hydrogenated at 40 p.s.i. hydrogen for 24 hrs. Filtration and removal of the solvent gives the title compound, which is used without further purification, NMR (300 MHz, CD3OD) 7.38, 6.61, 3.16-3.27, 2.71-2.79, 2.56, 1.84, 1.61-1.66 and 1.33δ. Reactants: O=C([O-])[O-], CC(=O)OCc1ccc(C)c(C#N)n1, CO, [K+], [K+]. Yields the product Cc1ccc(CO)nc1C#N. RXN SMILES: [C:1](=[O:2])([O-:3])[O-:4].[C:7](=[O:8])([CH3:9])[O:10][CH2:11][c:12]1[n:13][c:14]([C:19]#[N:20])[c:15]([CH3:18])[cH:16][cH:17]1.[CH3:21][OH:22].[K+:5].[K+:6]>>[OH:10][CH2:11][c:12]1[n:13][c:14]([C:19]#[N:20])[c:15]([CH3:18])[cH:16][cH:17]1. Starting materials: N1(CCCCC1)CCCOC1=C(C=CC=C1)C=NCCC1=CC=CC=C1 (N-[[2-[3-(1-Piperidinyl)propoxy]phenyl]methylene]benzeneethanamine), [BH4-].[Na+] (sodium borohydride). The solvent is CO (methanol). Yields the product N1(CCCCC1)CCCOC1=C(C=CC=C1)CNCCC1=CC=CC=C1 (N-[[2-[3-(1-Piperidinyl)propoxy]phenyl]methyl]benzeneethanamine). As a reaction SMILES: [N:1]1([CH2:7][CH2:8][CH2:9][O:10][C:11]2[CH:16]=[CH:15][CH:14]=[CH:13][C:12]=2[CH:17]=[N:18][CH2:19][CH2:20][C:21]2[CH:26]=[CH:25][CH:24]=[CH:23][CH:22]=2)[CH2:6][CH2:5][CH2:4][CH2:3][CH2:2]1.[BH4-].[Na+]>CO>[N:1]1([CH2:7][CH2:8][CH2:9][O:10][C:11]2[CH:16]=[CH:15][CH:14]=[CH:13][C:12]=2[CH2:17][NH:18][CH2:19][CH2:20][C:21]2[CH:22]=[CH:23][CH:24]=[CH:25][CH:26]=2)[CH2:6][CH2:5][CH2:4][CH2:3][CH2:2]1 |f:1.2|. Procedure details: N-[[2-[3-(1-Piperidinyl)propoxy]phenyl]methylene]benzeneethanamine (61.5 g) is reduced with 20 g of sodium borohydride in 320 ml of methanol following the procedure described in Example 1B to yield 49.6 g of product as an oil, boiling point 216°-221° C. at 0.3-0.4 mm of Hg. Yield: 80.2%. Reactants: C(C)(C)N(C(C)C)CC (N,N-Diisopropylethylamine), Cl.N1CCC(CC1)C=1C(NC2=CC=CC=C2C1)=O (3-(Piperidin-4-yl)quinolin-2(1H)-one hydrochloride), N[C@@H]1CC2=C(C=3C=NNC3C(=C2)Cl)CN(C1=O)CC(F)(F)F ((R)-7-Amino-4-chloro-9-(2,2,2-trifluoroethyl)-6,7,9,10-tetrahydroazepino[3,4-e]indazol-8(3H)-one), C1=CC=C(C=C1)OC(=NC#N)OC2=CC=CC=C2 (diphenyl N-cyanocarbonimidate). Run in CN(C=O)C (N,N-dimethylformamide), CO (methanol). Run at time 40 minute. Yields the product ClC1=CC2=C(C=3C=NNC13)CN(C([C@@H](C2)NC(=NC#N)N2CCC(CC2)C=2C(NC1=CC=CC=C1C2)=O)=O)CC(F)(F)F ((R)-N-(4-chloro-8-oxo-9-(2,2,2-trifluoroethyl)-3,6,7,8,9,10-hexahydroazepino[3,4-e]indazol-7-yl)-N′-cyano-4-(2-oxo-1,2-dihydroquinolin-3-yl)piperidine-1-carboxamidine). Isolated yield 33.0%. As a reaction SMILES: [NH2:1][C@H:2]1[C:16](=[O:17])[N:15]([CH2:18][C:19]([F:22])([F:21])[F:20])[CH2:14][C:5]2[C:6]3[CH:7]=[N:8][NH:9][C:10]=3[C:11]([Cl:13])=[CH:12][C:4]=2[CH2:3]1.C(N(CC)C(C)C)(C)C.C1C=CC(O[C:39](OC2C=CC=CC=2)=[N:40][C:41]#[N:42])=CC=1.Cl.[NH:51]1[CH2:56][CH2:55][CH:54]([C:57]2[C:58](=[O:67])[NH:59][C:60]3[C:65]([CH:66]=2)=[CH:64][CH:63]=[CH:62][CH:61]=3)[CH2:53][CH2:52]1>CN(C)C=O.CO>[Cl:13][C:11]1[C:10]2[NH:9][N:8]=[CH:7][C:6]=2[C:5]2[CH2:14][N:15]([CH2:18][C:19]([F:21])([F:20])[F:22])[C:16](=[O:17])[C@H:2]([NH:1][C:39]([N:51]3[CH2:52][CH2:53][CH:54]([C:57]4[C:58](=[O:67])[NH:59][C:60]5[C:65]([CH:66]=4)=[CH:64][CH:63]=[CH:62][CH:61]=5)[CH2:55][CH2:56]3)=[N:40][C:41]#[N:42])[CH2:3][C:4]=2[CH:12]=1 |f:3.4|. Reported procedure: (R)-7-Amino-4-chloro-9-(2,2,2-trifluoroethyl)-6,7,9,10-tetrahydroazepino[3,4-e]indazol-8(3H)-one (130 mg, 390.7 μmol) was dissolved in N,N-dimethylformamide (5.0 mL). N,N-Diisopropylethylamine (200 μL, 1.1 mmol) was added to the mixture followed by diphenyl N-cyanocarbonimidate (100 mg, 407.1 μmol). Mixture stirred at room temperature for 40 minutes. 3-(Piperidin-4-yl)quinolin-2(1H)-one hydrochloride (125 mg; 472.1 μmol) was added to the vessel with stirring. The mixture was heated to 100° C. an...